From a dataset of the Open Reaction Database (ORD), a public repository of structured organic reaction records. describe an organic reaction: reactants, conditions, products, and yield Starting materials: FC=1C=C(C(=CC1F)OC)CC(=O)O (2-(3,4-difluoro-6-methoxyphenyl)acetic acid), CO (methanol), OS(=O)(=O)O (H2SO4). Run in O (water). Product: FC=1C=C(C(=CC1F)OC)CC(=O)OC (Methyl 2-(3,4-difluoro-6-methoxyphenyl)acetate). RXN SMILES: [F:1][C:2]1[CH:3]=[C:4]([CH2:11][C:12]([OH:14])=[O:13])[C:5]([O:9][CH3:10])=[CH:6][C:7]=1[F:8].OS(O)(=O)=O.[CH3:20]O>O>[F:1][C:2]1[CH:3]=[C:4]([CH2:11][C:12]([O:14][CH3:20])=[O:13])[C:5]([O:9][CH3:10])=[CH:6][C:7]=1[F:8]. Procedure details: 4.04 g of 2-(3,4-difluoro-6-methoxyphenyl)acetic acid (D3) are dissolved in 34 ml of methanol. 1.54 ml of H2SO4 (95-98%, extra pure) are subsequently added, and the reaction solution is heated under reflux for 3 h. For work-up, the mixture is diluted with 100 ml of water and extracted twice with 150 ml of ethyl acetate each time. The combined organic phases are washed with 50 ml of saturated NaHCO3 solution, dried over Na2SO4, filtered off with suction and evaporated to dryness in vacuo. The res... The reactants are ClC1=CC(=C(CN2N=CC3=CC(=CC=C23)C=C2C(N=C(S2)SCCC)=O)C=C1)C(F)(F)F (5-[1-(4-Chloro-2-trifluoromethyl-benzyl)-1H-indazol-5-ylmethylene]-2-propylsulfanyl-thiazol-4-one), N1CCNCC(C1)O ([1,4]diazepan-6-ol). Yields the product ClC1=CC(=C(CN2N=CC3=CC(=CC=C23)C=C2C(N=C(S2)N2CCNCC(C2)O)=O)C=C1)C(F)(F)F (5-[1-(4-Chloro-2-trifluoromethyl-benzyl)-1H-indazol-5-ylmethylene]-2-(6-hydroxy-[1,4]diazepan-1-yl)-thiazol-4-one). RXN SMILES: [Cl:1][C:2]1[CH:28]=[CH:27][C:5]([CH2:6][N:7]2[C:15]3[C:10](=[CH:11][C:12]([CH:16]=[C:17]4[S:21][C:20](SCCC)=[N:19][C:18]4=[O:26])=[CH:13][CH:14]=3)[CH:9]=[N:8]2)=[C:4]([C:29]([F:32])([F:31])[F:30])[CH:3]=1.[NH:33]1[CH2:39][CH:38]([OH:40])[CH2:37][NH:36][CH2:35][CH2:34]1>>[Cl:1][C:2]1[CH:28]=[CH:27][C:5]([CH2:6][N:7]2[C:15]3[C:10](=[CH:11][C:12]([CH:16]=[C:17]4[S:21][C:20]([N:33]5[CH2:39][CH:38]([OH:40])[CH2:37][NH:36][CH2:35][CH2:34]5)=[N:19][C:18]4=[O:26])=[CH:13][CH:14]=3)[CH:9]=[N:8]2)=[C:4]([C:29]([F:32])([F:31])[F:30])[CH:3]=1. Reported procedure: 5-[1-(4-Chloro-2-trifluoromethyl-benzyl)-1H-indazol-5-ylmethylene]-2-(6-hydroxy-[1,4]diazepan-1-yl)-thiazol-4-one was prepared from 5-[1-(4-Chloro-2-trifluoromethyl-benzyl)-1H-indazol-5-ylmethylene]-2-propylsulfanyl-thiazol-4-one and [1,4]diazepan-6-ol following General Procedure B.